From a dataset of the Open Reaction Database (ORD), a public repository of structured organic reaction records. describe an organic reaction: reactants, conditions, products, and yield The reactants are C(O)([O-])=O.[Na+] (sodium hydrogen carbonate), FC1=C(C(=CC=C1)F)B(O)O (2,6-difluorophenylboronic acid), C([O-])([O-])=O.[Cs+].[Cs+] (cesium carbonate), C(C1=CC=CC=C1)(=O)NC1=C(C(=O)OC(C)(C)C)C=CC(=C1)Br (tert-butyl 2-(benzamido)-4-bromobenzoate), FC1=C(C(=CC=C1)F)B(O)O (2,6-difluorophenylboronic acid). Reagents/catalysts: C(C)(=O)[O-].[Pd+2].C(C)(=O)[O-] (palladium acetate), C1(CCCCC1)P(C1=C(C=CC=C1)C1=C(C=CC=C1OC)OC)C1CCCCC1 (2-dicyclohexylphosphino-2′,6′-dimethoxybiphenyl), C(C)(=O)[O-].[Pd+2].C(C)(=O)[O-] (palladium acetate), C1(CCCCC1)P(C1=C(C=CC=C1)C1=C(C=CC=C1OC)OC)C1CCCCC1 (2-dicyclohexylphosphino-2′,6′-dimethoxybiphenyl), C(C)(=O)[O-].[Pd+2].C(C)(=O)[O-] (palladium acetate), C1(CCCCC1)P(C1=C(C=CC=C1)C1=C(C=CC=C1OC)OC)C1CCCCC1 (2-dicyclohexylphosphino-2′,6′-dimethoxybiphenyl), C(C)(=O)[O-].[Pd+2].C(C)(=O)[O-] (palladium acetate), C1(CCCCC1)P(C1=C(C=CC=C1)C1=C(C=CC=C1OC)OC)C1CCCCC1 (2-dicyclohexylphosphino-2′,6′-dimethoxybiphenyl). The solvent is C(C)(=O)OCC (ethyl acetate), C1(=CC=CC=C1)C (toluene), C1(=CC=CC=C1)C (toluene). Reaction conditions: temperature 80 celsius, time 10 minute. The product is C(C1=CC=CC=C1)(=O)NC1=C(C(=O)OC(C)(C)C)C=CC(=C1)C1=C(C=CC=C1F)F (tert-butyl 2-(benzamido)-4-(2,6-difluorophenyl)benzoate). The yield is 14.2%. RXN SMILES: [F:1][C:2]1[CH:7]=[CH:6][CH:5]=[C:4]([F:8])[C:3]=1B(O)O.C(=O)([O-])[O-].[Cs+].[Cs+].[C:18]([NH:26][C:27]1[CH:39]=[C:38](Br)[CH:37]=[CH:36][C:28]=1[C:29]([O:31][C:32]([CH3:35])([CH3:34])[CH3:33])=[O:30])(=[O:25])[C:19]1[CH:24]=[CH:23][CH:22]=[CH:21][CH:20]=1.C(=O)([O-])O.[Na+]>C([O-])(=O)C.[Pd+2].C([O-])(=O)C.C1(P(C2CCCCC2)C2C=CC=CC=2C2C(OC)=CC=CC=2OC)CCCCC1.C(OCC)(=O)C.C1(C)C=CC=CC=1>[C:18]([NH:26][C:27]1[CH:39]=[C:38]([C:3]2[C:2]([F:1])=[CH:7][CH:6]=[CH:5][C:4]=2[F:8])[CH:37]=[CH:36][C:28]=1[C:29]([O:31][C:32]([CH3:34])([CH3:35])[CH3:33])=[O:30])(=[O:25])[C:19]1[CH:20]=[CH:21][CH:22]=[CH:23][CH:24]=1 |f:1.2.3,5.6,7.8.9|. Procedure details: 0.10 g of 2,6-difluorophenylboronic acid, 0.52 g of cesium carbonate, 2.4 mg of palladium acetate and 2.2 mg of 2-dicyclohexylphosphino-2′,6′-dimethoxybiphenyl were added to 2.5 mL of toluene solution containing 0.20 g of tert-butyl 2-(benzamido)-4-bromobenzoate at room temperature sequentially, and stirred under nitrogen atmosphere at 80° C. for 1 hour and 10 minutes and then heated to reflux for 1 hour. After the reaction mixture was cooled to room temperature, 2.4 mg of palladium acetate and ... The reactants are CN1C=NC=C1 (N-methylimidazole), COC=1C=C(C=CC1OC)NC=1C2=C(N=C(N1)C=1C=C(C(=O)O)C=CC1)SC=N2 (3-(7-(3,4-dimethoxyphenylamino)thiazolo[5,4-d]pyrimidin-5-yl)benzoic acid), N1N=CC2=CC(=CC=C12)N (1H-indazol-5-amine), CCN=C=NCCCN(C)C (EDCI). The solvent is C(Cl)Cl (DCM). Conditions: time 16 hour. The product is COC=1C=C(C=CC1OC)NC=1C2=C(N=C(N1)C=1C=C(C(=O)NC=3C=C4C=NNC4=CC3)C=CC1)SC=N2 (3-(7-(3,4-dimethoxyphenylamino)thiazolo[5,4-d]pyrimidin-5-yl)-N-(1H-indazol-5-yl)benzamide). Isolated yield 19.1%. RXN SMILES: [CH3:1][O:2][C:3]1[CH:4]=[C:5]([NH:11][C:12]2[C:13]3[N:29]=[CH:28][S:27][C:14]=3[N:15]=[C:16]([C:18]3[CH:19]=[C:20]([CH:24]=[CH:25][CH:26]=3)[C:21](O)=[O:22])[N:17]=2)[CH:6]=[CH:7][C:8]=1[O:9][CH3:10].[NH:30]1[C:38]2[C:33](=[CH:34][C:35]([NH2:39])=[CH:36][CH:37]=2)[CH:32]=[N:31]1.CCN=C=NCCCN(C)C.CN1C=CN=C1>C(Cl)Cl>[CH3:1][O:2][C:3]1[CH:4]=[C:5]([NH:11][C:12]2[C:13]3[N:29]=[CH:28][S:27][C:14]=3[N:15]=[C:16]([C:18]3[CH:19]=[C:20]([CH:24]=[CH:25][CH:26]=3)[C:21]([NH:39][C:35]3[CH:34]=[C:33]4[C:38](=[CH:37][CH:36]=3)[NH:30][N:31]=[CH:32]4)=[O:22])[N:17]=2)[CH:6]=[CH:7][C:8]=1[O:9][CH3:10]. Procedure details: To a mixture of 3-(7-(3,4-dimethoxyphenylamino)thiazolo[5,4-d]pyrimidin-5-yl)benzoic acid (82 mg, 0.2 mmol) and 1H-indazol-5-amine (27 mg, 0.2 mmol) in 5 mL of DCM was added EDCI (80 mg, 0.6 mmol) followed by N-methylimidazole (50 mg, 0.6 mmol). The mixture was stirred at room temperature for 16 hours. The solvent was removed under reduced pressure. The residue was purified by column chromatography on silica gel eluting with EtOAc to give 3-(7-(3,4-dimethoxyphenylamino)thiazolo[5,4-d]pyrimidin-5... The reactants are COC(C1=C(C=CC=C1)CSC1=NC2=C(N1CCO)C=C(C(=C2)C)C)=O (2-((1-(2-hydroxyethyl)-5,6-dimethylbenzimidazole-2-ylthio)methyl)benzoic acid methyl ester), CCOC(=O)/N=N/C(=O)OCC (DEAD), C1(=CC=CC=C1)O (phenol). Run in CN1CCOCC1 (N-methylmorpholine). Reaction conditions: time 10 minute. Yields the product COC(C1=C(C=CC=C1)CSC1=NC2=C(N1CCOC1=CC=CC=C1)C=C(C(=C2)C)C)=O (2-((5,6-dimethyl-1-(2-phenoxyethyl)benzimidazole-2-ylthio)methyl)benzoic acid methyl ester). The yield is 82.1%. As a reaction SMILES: [CH3:1][O:2][C:3](=[O:26])[C:4]1[CH:9]=[CH:8][CH:7]=[CH:6][C:5]=1[CH2:10][S:11][C:12]1[N:16]([CH2:17][CH2:18][OH:19])[C:15]2[CH:20]=[C:21]([CH3:25])[C:22]([CH3:24])=[CH:23][C:14]=2[N:13]=1.CCOC(/N=N/C(OCC)=O)=O.[C:39]1(O)[CH:44]=[CH:43][CH:42]=[CH:41][CH:40]=1>CN1CCOCC1>[CH3:1][O:2][C:3](=[O:26])[C:4]1[CH:9]=[CH:8][CH:7]=[CH:6][C:5]=1[CH2:10][S:11][C:12]1[N:16]([CH2:17][CH2:18][O:19][C:39]2[CH:44]=[CH:43][CH:42]=[CH:41][CH:40]=2)[C:15]2[CH:20]=[C:21]([CH3:25])[C:22]([CH3:24])=[CH:23][C:14]=2[N:13]=1. Procedure details: To 2-((1-(2-hydroxyethyl)-5,6-dimethylbenzimidazole-2-ylthio)methyl)benzoic acid methyl ester (45 mg, 0.23 mmol) in N-methylmorpholine (3 ml), Pph3 (62 mg, 0.24 mmol) and DEAD (10.6 ml, 40% in toluene, 0.24 mmol) were added and the mixture was stirred at room temperature. After 10 minutes, phenol (11.3 mg, 0.12 mmol) was added thereto, which was stirred at room temperature for 12 hours. The solvent was evaporated and the residue was purified by thin layer chromatography (hexane:ethyl acetate=1:1... As a reaction SMILES: [C:20]([O:21][O:22][C:23](=[O:24])[c:25]1[cH:26][cH:27][cH:28][cH:29][cH:30]1)(=[O:31])[c:32]1[cH:33][cH:34][cH:35][cH:36][cH:37]1.[CH3:1][c:2]1[cH:3][c:4]2[cH:5][cH:6][cH:7][n:8][c:9]2[cH:10][cH:11]1.[Cl:38][C:39]([Cl:40])([Cl:41])[Cl:42].[O:12]=[C:13]1[N:14]([Br:19])[C:15](=[O:16])[CH2:17][CH2:18]1>>[CH2:1]([c:2]1[cH:3][c:4]2[cH:5][cH:6][cH:7][n:8][c:9]2[cH:10][cH:11]1)[Br:19]. Product: BrCc1ccc2ncccc2c1. Starting materials: O=C(OOC(=O)c1ccccc1)c1ccccc1, Cc1ccc2ncccc2c1, ClC(Cl)(Cl)Cl, O=C1CCC(=O)N1Br. Reactants: Cl.Cl.N12C[C@H](C(CC1)CC2)N ((S)-1-azabicyclo[2.2.2]oct-3-ylamine dihydrochloride), C/C(/C(=O)O)=C\C1=CC=CC=C1 (E-α-methyl-3-phenylpropenoic acid). The product is N12C[C@H](C(CC1)CC2)NC(\C(=C\C2=CC=CC=C2)\C)=O ((S)-N-(1-Azabicyclo[2.2.2]oct-3-yl)(E-2-methyl-3-phenylpropenamide)). As a reaction SMILES: Cl.Cl.[N:3]12[CH2:10][CH2:9][CH:6]([CH2:7][CH2:8]1)[C@H:5]([NH2:11])[CH2:4]2.[CH3:12]/[C:13](=[CH:17]\[C:18]1[CH:23]=[CH:22][CH:21]=[CH:20][CH:19]=1)/[C:14](O)=[O:15]>>[N:3]12[CH2:10][CH2:9][CH:6]([CH2:7][CH2:8]1)[C@H:5]([NH:11][C:14](=[O:15])/[C:13](/[CH3:12])=[CH:17]/[C:18]1[CH:23]=[CH:22][CH:21]=[CH:20][CH:19]=1)[CH2:4]2 |f:0.1.2|. Procedure: Prepared as free base by a method analogous to that described in Example 1 from (S)-1-azabicyclo[2.2.2]oct-3-ylamine dihydrochloride and E-α-methyl-3-phenylpropenoic acid; MS (ES+) 271 (MH+). Starting materials: ClC1=CC=C(C=C1)C=1N(C(NN1)=O)C[C@@H](C(F)(F)F)O (5-(4-Chlorophenyl)-4-[(2S)-3,3,3-trifluoro-2-hydroxypropyl]-2,4-dihydro-3H-1,2,4-triazol-3-one), BrCC=1SC(=NN1)C1=C(C=CC=C1)C(F)(F)F (2-(Bromomethyl)-5-[2-(trifluoromethyl)phenyl]-1,3,4-thiadiazole). The product is ClC1=CC=C(C=C1)C=1N(C(N(N1)CC=1SC(=NN1)C1=C(C=CC=C1)C(F)(F)F)=O)C[C@@H](C(F)(F)F)O (5-(4-Chlorophenyl)-4-[(2S)-3,3,3-trifluoro-2-hydroxypropyl]-2-({5-[2-(trifluoromethyl)phenyl]-1,3,4-thiadiazol-2-yl}methyl)-2,4-dihydro-3H-1,2,4-triazol-3-one). As a reaction SMILES: [Cl:1][C:2]1[CH:7]=[CH:6][C:5]([C:8]2[N:9]([CH2:14][C@H:15]([OH:20])[C:16]([F:19])([F:18])[F:17])[C:10](=[O:13])[NH:11][N:12]=2)=[CH:4][CH:3]=1.Br[CH2:22][C:23]1[S:24][C:25]([C:28]2[CH:33]=[CH:32][CH:31]=[CH:30][C:29]=2[C:34]([F:37])([F:36])[F:35])=[N:26][N:27]=1>>[Cl:1][C:2]1[CH:7]=[CH:6][C:5]([C:8]2[N:9]([CH2:14][C@H:15]([OH:20])[C:16]([F:18])([F:19])[F:17])[C:10](=[O:13])[N:11]([CH2:22][C:23]3[S:24][C:25]([C:28]4[CH:33]=[CH:32][CH:31]=[CH:30][C:29]=4[C:34]([F:37])([F:35])[F:36])=[N:26][N:27]=3)[N:12]=2)=[CH:4][CH:3]=1. Procedure details: Analogously to the preparation of Example 18, 33 mg (0.11 mmol) of the compound from Example 5A were reacted with 35 mg (0.11 mmol) of the compound from Example 85A. This gave 16 mg (27% of theory) of the target compound. The reactants are BrC1=CC=C(C=C1)C(=O)C1=CC=CC=C1 ((4-bromophenyl)-phenyl-methanone), CN1C(=CC=C1)C#N (1-methyl-2-cyanopyrrole). Product: C(C1=CC=CC=C1)(=O)C1=CC=C(C=C1)C1=CC=C(N1C)C#N (5-(4-benzoylphenyl)-1-methyl-1H-pyrrole-2-carbonitrile). RXN SMILES: Br[C:2]1[CH:7]=[CH:6][C:5]([C:8]([C:10]2[CH:15]=[CH:14][CH:13]=[CH:12][CH:11]=2)=[O:9])=[CH:4][CH:3]=1.[CH3:16][N:17]1[CH:21]=[CH:20][CH:19]=[C:18]1[C:22]#[N:23]>>[C:8]([C:5]1[CH:6]=[CH:7][C:2]([C:21]2[N:17]([CH3:16])[C:18]([C:22]#[N:23])=[CH:19][CH:20]=2)=[CH:3][CH:4]=1)(=[O:9])[C:10]1[CH:15]=[CH:14][CH:13]=[CH:12][CH:11]=1. Procedure details: The title compound was prepared from (4-bromophenyl)-phenyl-methanone and 1-methyl-2-cyanopyrrole according to the coupling procedure as described in example 1. MS (ES) m/z 287.1; HRMS: calcd for C19H14N2O+H+, 287.11789; found (ESI, [M+H]+), 287.1185. Starting materials: BrCC=1C=C2C=CC(=NC2=CC1)Cl (6-Bromomethyl-2-chloro-quinoline), FC=1C=C(C=C(C1)C1(CCOCC1)OC)O (3-fluoro-5-(4-methoxy-tetrahydro-pyran-4-yl)-phenol), C([O-])([O-])=O.[Cs+].[Cs+] (cesium carbonate). Solvent: CC#N (MeCN), CCOC(=O)C (EtOAc), O (water). Reaction conditions: time 2 hour. Yields the product ClC1=NC2=CC=C(C=C2C=C1)COC1=CC(=CC(=C1)C1(CCOCC1)OC)F (2-Chloro-6-[3-fluoro-5-(4-methoxy-tetrahydro-pyran-4-yl)-phenoxymethyl]-quinoline). RXN SMILES: Br[CH2:2][C:3]1[CH:4]=[C:5]2[C:10](=[CH:11][CH:12]=1)[N:9]=[C:8]([Cl:13])[CH:7]=[CH:6]2.[F:14][C:15]1[CH:16]=[C:17]([OH:29])[CH:18]=[C:19]([C:21]2([O:27][CH3:28])[CH2:26][CH2:25][O:24][CH2:23][CH2:22]2)[CH:20]=1.C(=O)([O-])[O-].[Cs+].[Cs+]>CC#N.CCOC(C)=O.O>[Cl:13][C:8]1[CH:7]=[CH:6][C:5]2[C:10](=[CH:11][CH:12]=[C:3]([CH2:2][O:29][C:17]3[CH:18]=[C:19]([C:21]4([O:27][CH3:28])[CH2:22][CH2:23][O:24][CH2:25][CH2:26]4)[CH:20]=[C:15]([F:14])[CH:16]=3)[CH:4]=2)[N:9]=1 |f:2.3.4|. Procedure details: 6-Bromomethyl-2-chloro-quinoline (2.5 g, 9.7 mmol), 3-fluoro-5-(4-methoxy-tetrahydro-pyran-4-yl)-phenol (9a, 2.2 g, 9.7 mmol), and cesium carbonate (4.7 g, 14.6 mmol) were combined in MeCN (25 mL) and stirred at room temperature for 2 hours. The reaction was diluted with EtOAc and water, and the aqueous layer was extracted with EtOAc. The combined organic layers were washed with brine, dried over MgSO4, filtered, and concentrated to give the desired product, 9b. Reactants: O=C([O-])[O-], COS(=O)(=O)OC, CC#N, [K+], [K+], Oc1c(Br)cccc1Br. The product is COc1c(Br)cccc1Br. Reaction SMILES: [C:10](=[O:11])([O-:12])[O-:13].[CH3:16][O:17][S:18]([O:19][CH3:20])(=[O:21])=[O:22].[CH3:23][C:24]#[N:25].[K+:14].[K+:15].[OH:1][c:2]1[c:3]([Br:4])[cH:5][cH:6][cH:7][c:8]1[Br:9]>>[O:1]([c:2]1[c:3]([Br:4])[cH:5][cH:6][cH:7][c:8]1[Br:9])[CH3:10]. Reactants: NC(C1=CC=CC=C1)C1=CC=CC=C1 (aminodiphenylmethane), ClC\C=C/CCl (cis-1,4-dichloro-2-butene). Run in ClCCl (dichloromethane). Product: C(C1=CC=CC=C1)(C1=CC=CC=C1)N1CC=CC1 (1-(Benzhydryl)-3-pyrroline). Isolated yield 42.4%. RXN SMILES: [NH2:1][CH:2]([C:9]1[CH:14]=[CH:13][CH:12]=[CH:11][CH:10]=1)[C:3]1[CH:8]=[CH:7][CH:6]=[CH:5][CH:4]=1.Cl[CH2:16]/[CH:17]=[CH:18]\[CH2:19]Cl>ClCCl>[CH:2]([N:1]1[CH2:19][CH:18]=[CH:17][CH2:16]1)([C:3]1[CH:8]=[CH:7][CH:6]=[CH:5][CH:4]=1)[C:9]1[CH:14]=[CH:13][CH:12]=[CH:11][CH:10]=1. Procedure details: To a solution of aminodiphenylmethane (9.70 g, 51.46 mmol) in dichloromethane (6 ml) was added cis-1,4-dichloro-2-butene (1.18 g, 9.02 mmol). The mixture was stirred at r.t. 20 hours. The white solid was filtered and washed with dichloromethane. The filtrated was cooled at 0° C. and HCl 37% (2.5 ml) was added carefully and the suspension was stirred overnight. The resulting white solid was filtered and washed with dichloromethane and the filtrated was washed with saturated solution of NaHCO3, wa...